From a dataset of the Open Reaction Database (ORD), a public repository of structured organic reaction records. describe an organic reaction: reactants, conditions, products, and yield Reactants: CC1(OCC(C(O1)C(=O)NCCC(=O)O)(C)C)C (3-[N-(2,2,5,5-Tetramethyl-1,3-dioxane-4-carbonyl)amino]propionic acid), NC1=C(C=CC=C1)O (o-aminophenol). Yields the product OC1=C(C=CC=C1)NC(CCNC(=O)C1OC(OCC1(C)C)(C)C)=O (N-(2-Hydroxyphenyl)-3-[N-(2,2,5,5-tetramethyl-1,3-dioxane-4-carbonyl)amino]propanamide). The yield is 96.8%. As a reaction SMILES: [CH3:1][C:2]1([CH3:18])[O:7][CH:6]([C:8]([NH:10][CH2:11][CH2:12][C:13]([OH:15])=O)=[O:9])[C:5]([CH3:17])([CH3:16])[CH2:4][O:3]1.[NH2:19][C:20]1[CH:25]=[CH:24][CH:23]=[CH:22][C:21]=1[OH:26]>>[OH:26][C:21]1[CH:22]=[CH:23][CH:24]=[CH:25][C:20]=1[NH:19][C:13](=[O:15])[CH2:12][CH2:11][NH:10][C:8]([CH:6]1[C:5]([CH3:17])([CH3:16])[CH2:4][O:3][C:2]([CH3:1])([CH3:18])[O:7]1)=[O:9]. Procedure details: 3-[N-(2,2,5,5-Tetramethyl-1,3-dioxane-4-carbonyl)amino]propionic acid (0.26 g) and 0.13 g of o-aminophenol were reacted in the same manner as in Reference Example 15 to obtain 0.34 g of the objective compound (yield: 98%). Reactants: OC1=C(C(C(=O)OC)=CC=C1[N+](=O)[O-])C(=O)OC (dimethyl 3-hydroxy-4-nitrophthalate), mixture, C([S-])(OCC)=S.[K+] (potassium O-ethyl dithiocarbonate). The reagents and catalysts are [C].[Pd] (palladium carbon). Run in C(C)(=O)OCC (ethyl acetate). Run at time 3 hour. Product: COC(=O)C1=C(C2=C(N=C(O2)S)C=C1)C(=O)OC (6,7-bis(methoxycarbonyl)-2-mercaptobenzooxazole). Isolated yield 60.0%. RXN SMILES: [OH:1][C:2]1[C:11]([N+:12]([O-])=O)=[CH:10][CH:9]=[C:4]([C:5]([O:7][CH3:8])=[O:6])[C:3]=1[C:15]([O:17][CH3:18])=[O:16].[C:19](=S)(OCC)[S-:20].[K+]>[C].[Pd].C(OCC)(=O)C>[CH3:8][O:7][C:5]([C:4]1[CH:9]=[CH:10][C:11]2[N:12]=[C:19]([SH:20])[O:1][C:2]=2[C:3]=1[C:15]([O:17][CH3:18])=[O:16])=[O:6] |f:1.2,3.4|. Procedure details: A 10% palladium carbon catalyst (2.5 g) was added to a solution of the nitro compound mixture (4.3 g, 16.8 mmol) in ethyl acetate (60 ml) and stirred under hydrogen atmosphere at room temperature for 3 hours. The reaction solution was filtered off through celite and the filtrate was concentrated. The residue was dissolved in methanol (50 ml), potassium O-ethyl dithiocarbonate (1.76 g, 11.0 mmol) was added thereto and the mixture was heated to reflux for 16 hours. After cooling, the solvent was e... Starting materials: solution, C=CC=C (1,3-butadiene), ClC1=C(C=C[N+](=O)[O-])C=CC=C1 (2-chloro-β-nitrostyrene). The solvent is C1(=CC=CC=C1)C (toluene). Conditions: temperature 110 celsius, time 3 day. Product: ClC1=C(C=CC=C1)[C@@H]1CC=CC[C@H]1[N+](=O)[O-] (trans-1-chloro-2-(6-nitrocyclohex-3-en-1-yl)benzene). As a reaction SMILES: [CH2:1]=[CH:2][CH:3]=[CH2:4].[Cl:5][C:6]1[CH:16]=[CH:15][CH:14]=[CH:13][C:7]=1[CH:8]=[CH:9][N+:10]([O-:12])=[O:11]>C1(C)C=CC=CC=1>[Cl:5][C:6]1[CH:16]=[CH:15][CH:14]=[CH:13][C:7]=1[C@H:8]1[C@H:9]([N+:10]([O-:12])=[O:11])[CH2:4][CH:3]=[CH:2][CH2:1]1. Procedure: A 10 mL solution of 1:1 1,3-butadiene and toluene stored at −20° C. and 2-chloro-β-nitrostyrene (2.0 g, 11 mmol) were added to a pressure tube and sealed. The solution was heated to 110° C. and stirred for three days. The reaction mixture was cooled to room temperature, concentrated, and the residue was crystallized from hexanes to give the title compound. 1H NMR (300 MHz, CDCl3) δ ppm 7.35-7.38 (m, 1H), 7.15-7.29 (m, 3H), 5.71-5.84 (m, 2H), 5.09-5.16 (m, 1H), 4.04-4.13 (m, 1H), 2.76-2.84 (m, 2H... Starting materials: CC(C)Oc1cccc(N)c1, Cc1cc(Cl)nc(-c2ccccn2)n1. Product: Cc1cc(Nc2cccc(OC(C)C)c2)nc(-c2ccccn2)n1. Reaction SMILES: [CH:15]([CH3:16])([CH3:17])[O:18][c:19]1[cH:20][c:21]([NH2:22])[cH:23][cH:24][cH:25]1.[Cl:1][c:2]1[n:3][c:4](-[c:9]2[n:10][cH:11][cH:12][cH:13][cH:14]2)[n:5][c:6]([CH3:8])[cH:7]1>>[c:2]1([NH:22][c:21]2[cH:20][c:19]([O:18][CH:15]([CH3:16])[CH3:17])[cH:25][cH:24][cH:23]2)[n:3][c:4](-[c:9]2[n:10][cH:11][cH:12][cH:13][cH:14]2)[n:5][c:6]([CH3:8])[cH:7]1. Reactants: solid, BrC1=CC(=CC=2C=C3N(C12)CCNC3=O)OC(F)(F)F (6-bromo-8-(trifluoromethoxy)-3,4-dihydro-2H-pyrazino[1,2-a]indol-1-one), BrC1=CC(=CC=2C=C3N(C12)CCNC3=O)OC(F)(F)F (6-bromo-8-(trifluoromethoxy)-3,4-dihydro-2H-pyrazino[1,2-a]indol-1-one), FC(C1=CC=C(C=C1)B(O)O)(F)F (4-trifluoromethyl-phenylboronic acid). The product is FC(OC1=CC=2C=C3N(C2C(=C1)C1=CC=C(C=C1)C(F)(F)F)CCNC3=O)(F)F (8-(Trifluoromethoxy)-6-[4-(trifluoromethyl)-phenyl]-3,4-dihydro-2H-pyrazino[1,2-a]indol-1-one). RXN SMILES: Br[C:2]1[C:10]2[N:9]3[CH2:11][CH2:12][NH:13][C:14](=[O:15])[C:8]3=[CH:7][C:6]=2[CH:5]=[C:4]([O:16][C:17]([F:20])([F:19])[F:18])[CH:3]=1.[F:21][C:22]([F:33])([F:32])[C:23]1[CH:28]=[CH:27][C:26](B(O)O)=[CH:25][CH:24]=1>>[F:18][C:17]([F:20])([F:19])[O:16][C:4]1[CH:3]=[C:2]([C:26]2[CH:27]=[CH:28][C:23]([C:22]([F:33])([F:32])[F:21])=[CH:24][CH:25]=2)[C:10]2[N:9]3[CH2:11][CH2:12][NH:13][C:14](=[O:15])[C:8]3=[CH:7][C:6]=2[CH:5]=1. Procedure details: The title compound, white solid (87 mg, 84%), MS (ISP) m/z=415.4 [(M+H)+], mp 243° C., was prepared in accordance with the general method of example 1 from 6-bromo-8-(trifluoromethoxy)-3,4-dihydro-2H-pyrazino[1,2-a]indol-1-one (intermediate 19) (87.3 mg, 0.25 mmol) and commercially available 4-trifluoromethyl-phenylboronic acid (61.7 mg, 0.325 mmol). The reactants are C[C@H]1[C@H](CNCC1)N1C(NC=2C1=C1C(=NC2)NC=C1)=O (rel-1-[(3R,4R)-4-methylpiperidin-3-yl]-3,6-dihydroimidazo[4,5-d]pyrrolo[2,3-b]pyridin-2(1H)-one), O1CCOCC1 (dioxane), C(O)([O-])=O.[Na+] (sodium hydrogencarbonate), CN(S(=O)(=O)Cl)C (dimethylsulfamoyl chloride). Solvent: C(Cl)(Cl)Cl (chloroform). Conditions: time 2 hour. Product: CN(S(=O)(=O)N1C[C@@H]([C@@H](CC1)C)N1C(NC=2C1=C1C(=NC2)NC=C1)=O)C (rel-(3R,4R)—N,N,4-trimethyl-3-(2-oxo-3,6-dihydroimidazo[4,5-d]pyrrolo[2,3-b]pyridin-1(2H)-yl)piperidine-1-sulfonamide). Yield: 36.7%. As a reaction SMILES: [CH3:1][C@@H:2]1[CH2:7][CH2:6][NH:5][CH2:4][C@@H:3]1[N:8]1[C:12]2=[C:13]3[CH:19]=[CH:18][NH:17][C:14]3=[N:15][CH:16]=[C:11]2[NH:10][C:9]1=[O:20].O1CCOCC1.C(=O)([O-])O.[Na+].[CH3:32][N:33]([CH3:38])[S:34](Cl)(=[O:36])=[O:35]>C(Cl)(Cl)Cl>[CH3:32][N:33]([CH3:38])[S:34]([N:5]1[CH2:6][CH2:7][C@@H:2]([CH3:1])[C@@H:3]([N:8]2[C:12]3=[C:13]4[CH:19]=[CH:18][NH:17][C:14]4=[N:15][CH:16]=[C:11]3[NH:10][C:9]2=[O:20])[CH2:4]1)(=[O:36])=[O:35] |f:2.3|. Procedure details: To a solution of rel-1-[(3R,4R)-4-methylpiperidin-3-yl]-3,6-dihydroimidazo[4,5-d]pyrrolo[2,3-b]pyridin-2(1H)-one (80 mg), dioxane (1.6 mL) and 4M saturated aqueous sodium hydrogencarbonate (2.4 mL) was added dimethylsulfamoyl chloride (51 mg) at ambient temperature. The mixture was stirred for 2 hours then chloroform (8 mL) was added. The organic layer was separated and dried over MgSO4, filtered, and concentrated in vacuo. The crude residue was purified by silica gel column chromatography to gi...